Dataset: the Open Reaction Database (ORD), a public repository of structured organic reaction records. Task: describe an organic reaction: reactants, conditions, products, and yield Reactants: ClC=1C=C(C=CC1Cl)SCCCOC=1C=CC2=C(C(OC(N2)=O)C(C)C)C1 (6-[3-(3,4-dichloro-phenylmercapto)-propoxy]-4-isopropyl-4H-3,1-benzoxazin-2-one), OO (hydrogen peroxide). Product: ClC=1C=C(C=CC1Cl)S(=O)CCCOC=1C=CC2=C(C(OC(N2)=O)C(C)C)C1 (6-[3-(3,4-Dichloro-phenylsulfinyl)-propoxy]-4-isopropyl-4H-3,1-benzoxazin-2-one). Reaction SMILES: [Cl:1][C:2]1[CH:3]=[C:4]([S:9][CH2:10][CH2:11][CH2:12][O:13][C:14]2[CH:15]=[CH:16][C:17]3[NH:22][C:21](=[O:23])[O:20][CH:19]([CH:24]([CH3:26])[CH3:25])[C:18]=3[CH:27]=2)[CH:5]=[CH:6][C:7]=1[Cl:8].[OH:28]O>>[Cl:1][C:2]1[CH:3]=[C:4]([S:9]([CH2:10][CH2:11][CH2:12][O:13][C:14]2[CH:15]=[CH:16][C:17]3[NH:22][C:21](=[O:23])[O:20][CH:19]([CH:24]([CH3:25])[CH3:26])[C:18]=3[CH:27]=2)=[O:28])[CH:5]=[CH:6][C:7]=1[Cl:8]. Procedure details: Prepared analogously to Example 2 from 6-[3-(3,4-dichloro-phenylmercapto)-propoxy]-4-isopropyl-4H-3,1-benzoxazin-2-one and hydrogen peroxide.